From a dataset of the Open Reaction Database (ORD), a public repository of structured organic reaction records. describe an organic reaction: reactants, conditions, products, and yield Starting materials: IC=1C=C(C(=O)OCC)C=CC1 (ethyl 3-iodobenzoate), CC(C)C[AlH]CC(C)C (DIBAL), [Mg] (Magnesium), BrC1=CC=C(C=C1)C (p-bromotoluene), [Mg] (magnesium). Reagents/catalysts: Cl[Pd]([P](C1=CC=CC=C1)(C2=CC=CC=C2)C3=CC=CC=C3)([P](C4=CC=CC=C4)(C5=CC=CC=C5)C6=CC=CC=C6)Cl (bis(triphenylphosphine)palladium(II) chloride). Run in O1CCCC1 (tetrahydrofuran), O1CCCC1 (tetrahydrofuran). Run at time 8 hour. Yields the product CC1=CC=C(C=C1)C1=CC(=CC=C1)C(=O)OCC (ethyl 4'-methylbiphenyl-3-carboxylate). Yield: 59.2%. Reaction SMILES: [Mg].Br[C:3]1[CH:8]=[CH:7][C:6]([CH3:9])=[CH:5][CH:4]=1.CC(C[AlH]CC(C)C)C.I[C:20]1[CH:21]=[C:22]([CH:28]=[CH:29][CH:30]=1)[C:23]([O:25][CH2:26][CH3:27])=[O:24]>O1CCCC1.Cl[Pd](Cl)([P](C1C=CC=CC=1)(C1C=CC=CC=1)C1C=CC=CC=1)[P](C1C=CC=CC=1)(C1C=CC=CC=1)C1C=CC=CC=1>[CH3:9][C:6]1[CH:7]=[CH:8][C:3]([C:20]2[CH:30]=[CH:29][CH:28]=[C:22]([C:23]([O:25][CH2:26][CH3:27])=[O:24])[CH:21]=2)=[CH:4][CH:5]=1 |^1:38,57|. Procedure: Magnesium (1.6 g) and p-bromotoluene (10.26 g) in 60 ml of tetrahydrofuran were stirred and warmed until the reaction commenced. When the exothermic reaction had finished, the mixture was refluxed overnight. In a separate flask, 4 ml of DIBAL (1M in toluene) was added to a suspension of bis(triphenylphosphine)palladium(II) chloride (1.4 g) in 100 ml of tetrahydrofuran, followed by ethyl 3-iodobenzoate (11.04 g). To this mixture, the magnesium reagent prepared above was added dropwise, causing an...